This data is from the Open Reaction Database (ORD), a public repository of structured organic reaction records. The task is: describe an organic reaction: reactants, conditions, products, and yield Starting materials: solution, Cl (HCl), O[C@H](CN(C(OC(C)(C)C)=O)C)C1=NC=CC=N1 (tert-butyl (2R)-2-hydroxy-2-pyrimidin-2-ylethyl(methyl)carbamate). Reaction conditions: temperature 50 celsius, time 2.5 hour. Product: Cl.Cl.CNC[C@@H](O)C1=NC=CC=N1 ((1R)-2-(Methylamino)-1-pyrimidin-2-ylethanol Dihydrochloride). Reaction SMILES: [ClH:1].[OH:2][C@@H:3]([C:14]1[N:19]=[CH:18][CH:17]=[CH:16][N:15]=1)[CH2:4][N:5](C)[C:6](=O)OC(C)(C)C>>[ClH:1].[ClH:1].[CH3:6][NH:5][CH2:4][C@H:3]([C:14]1[N:15]=[CH:16][CH:17]=[CH:18][N:19]=1)[OH:2] |f:2.3.4|. Reported procedure: A 6 N solution of aq. HCl (5 mL) was added to tert-butyl (2R)-2-hydroxy-2-pyrimidin-2-ylethyl(methyl)carbamate (1.17 g) at room temperature. After 2.5 h, reaction mixture was concentrated in vacuo using 3×10 mL portions of ethanol to assist in water removal. The oil was dissolved in ethanol, heated to ca. 50° C. and THF was added until slightly turbid at this temperature. The solution was allowed to cool to room temperature. The resulting solid was collected by filtration and washed with ethanol...